This data is from the Open Reaction Database (ORD), a public repository of structured organic reaction records. The task is: describe an organic reaction: reactants, conditions, products, and yield Reported procedure: After treating 210 mg of 3-(naphthalen-2-yl)-1-trityl-1H-pyrazolo[4,3-b]pyridine obtained by Production example 419 in the similar method as described in Production example 4, 2 mL of residue solution in toluene was added at room temperature with 190 μl of phosphorus oxychloride, and treated in the similar method as described in Production example 28, to afford 60 mg of the title compound as a pale yellow powder. The solvent is C1(=CC=CC=C1)C (toluene). Reaction SMILES: [CH:1]1[C:10]2[C:5](=[CH:6][CH:7]=[CH:8][CH:9]=2)[CH:4]=[CH:3][C:2]=1[C:11]1[C:15]2=[N:16][CH:17]=[CH:18][CH:19]=[C:14]2[N:13](C(C2C=CC=CC=2)(C2C=CC=CC=2)C2C=CC=CC=2)[N:12]=1.P(Cl)(Cl)([Cl:41])=O>C1(C)C=CC=CC=1>[Cl:41][C:17]1[N:16]=[C:15]2[C:11]([C:2]3[CH:3]=[CH:4][C:5]4[C:10](=[CH:9][CH:8]=[CH:7][CH:6]=4)[CH:1]=3)=[N:12][NH:13][C:14]2=[CH:19][CH:18]=1. Product: ClC1=CC=C2C(=N1)C(=NN2)C2=CC1=CC=CC=C1C=C2 (5-Chloro-3-naphthalen-2-yl-1H-pyrazolo[4,3-b]pyridine). Starting materials: C1=C(C=CC2=CC=CC=C12)C1=NN(C=2C1=NC=CC2)C(C2=CC=CC=C2)(C2=CC=CC=C2)C2=CC=CC=C2 (3-(naphthalen-2-yl)-1-trityl-1H-pyrazolo[4,3-b]pyridine), residue, P(=O)(Cl)(Cl)Cl (phosphorus oxychloride). Reactants: Nc1cnc(-c2cc3c(cc2Br)OCO3)cn1, CN(C)c1ccncc1, CO, CCN(C(C)C)C(C)C, ClCCl, O=C(Cl)c1c(F)cccc1F, [Li+], C1CCOC1, [OH-]. Yields the product O=C(Nc1cnc(-c2cc3c(cc2Br)OCO3)cn1)c1c(F)cccc1F. Reaction SMILES: [Br:12][c:13]1[c:14](-[c:22]2[n:23][cH:24][c:25]([NH2:28])[n:26][cH:27]2)[cH:15][c:16]2[c:17]([cH:21]1)[O:18][CH2:19][O:20]2.[CH3:38][N:39]([c:40]1[cH:41][cH:42][n:43][cH:44][cH:45]1)[CH3:46].[CH3:55][OH:56].[CH:29]([N:30]([CH2:31][CH3:32])[CH:33]([CH3:34])[CH3:35])([CH3:36])[CH3:37].[Cl:47][CH2:48][Cl:49].[F:1][c:2]1[c:3]([C:4](=[O:5])[Cl:6])[c:7]([F:11])[cH:8][cH:9][cH:10]1.[Li+:57].[O:50]1[CH2:51][CH2:52][CH2:53][CH2:54]1.[OH-:58]>>[F:1][c:2]1[c:3]([C:4](=[O:5])[NH:28][c:25]2[cH:24][n:23][c:22](-[c:14]3[c:13]([Br:12])[cH:21][c:17]4[c:16]([cH:15]3)[O:20][CH2:19][O:18]4)[cH:27][n:26]2)[c:7]([F:11])[cH:8][cH:9][cH:10]1. Starting materials: O=C([O-])[O-], CC(Br)C(=O)N1CCC(Cc2ccccc2)CC1, CN(C)C=O, [K+], [K+], Nc1ccc2[nH]c(=O)oc2c1. Yields the product CC(Nc1ccc2[nH]c(=O)oc2c1)C(=O)N1CCC(Cc2ccccc2)CC1. RXN SMILES: [C:30](=[O:31])([O-:32])[O-:33].[CH2:1]([c:2]1[cH:3][cH:4][cH:5][cH:6][cH:7]1)[CH:8]1[CH2:9][CH2:10][N:11]([C:14]([CH:15]([CH3:16])[Br:17])=[O:18])[CH2:12][CH2:13]1.[CH3:36][N:37]([CH3:38])[CH:39]=[O:40].[K+:34].[K+:35].[NH2:19][c:20]1[cH:21][c:22]2[c:23]([nH:24][c:25](=[O:27])[o:26]2)[cH:28][cH:29]1>>[CH2:1]([c:2]1[cH:3][cH:4][cH:5][cH:6][cH:7]1)[CH:8]1[CH2:9][CH2:10][N:11]([C:14]([CH:15]([CH3:16])[NH:19][c:20]2[cH:21][c:22]3[c:23]([nH:24][c:25](=[O:27])[o:26]3)[cH:28][cH:29]2)=[O:18])[CH2:12][CH2:13]1. Starting materials: CC=C(Br)C(=O)O, CNC, CN(C)CC=CC(=O)Nc1ccc2ncnc(Nc3cc(Cl)c(Cl)cc3F)c2c1, Nc1ccc2ncnc(Nc3cccc(I)c3)c2c1. Yields the product CN(C)CC=CC(=O)Nc1ccc2ncnc(Nc3cccc(I)c3)c2c1. Reaction SMILES: [Br:20][C:21](=[CH:22][CH3:23])[C:24]([OH:25])=[O:26].[CH3:27][NH:28][CH3:29].[Cl:30][c:31]1[cH:32][c:33]([NH:34][c:35]2[c:36]3[c:37]([cH:38][cH:39][c:40]([NH:41][C:51]([CH:52]=[CH:53][CH2:54][N:55]([CH3:56])[CH3:57])=[O:58])[cH:42]3)[n:43][cH:44][n:45]2)[c:46]([F:47])[cH:48][c:49]1[Cl:50].[I:1][c:2]1[cH:3][c:4]([NH:8][c:9]2[n:10][cH:11][n:12][c:13]3[cH:14][cH:15][c:16]([NH2:19])[cH:17][c:18]23)[cH:5][cH:6][cH:7]1>>[I:1][c:2]1[cH:3][c:4]([NH:8][c:9]2[n:10][cH:11][n:12][c:13]3[cH:14][cH:15][c:16]([NH:19][C:51]([CH:52]=[CH:53][CH2:54][N:55]([CH3:56])[CH3:57])=[O:58])[cH:17][c:18]23)[cH:5][cH:6][cH:7]1. Starting materials: C(C)(C)(C)OC(=O)NC(C(CSC1CCCCC1)O)CC(C)C (3-t-butyloxycarbonylamino-1-cyclohexylmercapto-2-hydroxy-5-methylhexane), ClC=1C=C(C(=O)OO)C=CC1 (3-chloroperoxybenzoic acid). Run in ClCCl (dichloromethane). Product: C(C)(C)(C)OC(=O)NC(C(CS(=O)C1CCCCC1)O)CC(C)C (3-t-Butyloxycarbonylamino-1-cyclohexylsulfinyl-2-hydroxy-5-methylhexane). Reaction SMILES: [C:1]([O:5][C:6]([NH:8][CH:9]([CH2:20][CH:21]([CH3:23])[CH3:22])[CH:10]([OH:19])[CH2:11][S:12][CH:13]1[CH2:18][CH2:17][CH2:16][CH2:15][CH2:14]1)=[O:7])([CH3:4])([CH3:3])[CH3:2].ClC1C=C(C=CC=1)C(OO)=[O:29]>ClCCl>[C:1]([O:5][C:6]([NH:8][CH:9]([CH2:20][CH:21]([CH3:23])[CH3:22])[CH:10]([OH:19])[CH2:11][S:12]([CH:13]1[CH2:18][CH2:17][CH2:16][CH2:15][CH2:14]1)=[O:29])=[O:7])([CH3:4])([CH3:3])[CH3:2]. Procedure details: Treating the resultant compound of Example 3 with 1.05 equivalents of 3-chloroperoxybenzoic acid in dichloromethane, gave the desired compound after chromatography. Mass spectrum: M+ =361. Starting materials: CN1CC(O)CCC(NC(=O)OC(C)(C)C)C1=O, C1CCOC1, [N-]=[N+]=NCCCCCCOS(=O)(=O)C(F)(F)F, [Na+], O=C([O-])O. Yields the product CN1CC(OCCCCCCN=[N+]=[N-])CCC(NC(=O)OC(C)(C)C)C1=O. As a reaction SMILES: [C:1]([CH3:2])([CH3:3])([CH3:4])[O:5][C:6]([NH:7][CH:8]1[C:9](=[O:17])[N:10]([CH3:16])[CH2:11][CH:12]([OH:15])[CH2:13][CH2:14]1)=[O:18].[CH2:41]1[O:42][CH2:43][CH2:44][CH2:45]1.[N:19](=[N+:20]=[N-:21])[CH2:22][CH2:23][CH2:24][CH2:25][CH2:26][CH2:27][O:28][S:29]([C:30]([F:31])([F:32])[F:33])(=[O:34])=[O:35].[Na+:40].[O-:36][C:37]([OH:38])=[O:39]>>[C:1]([CH3:2])([CH3:3])([CH3:4])[O:5][C:6]([NH:7][CH:8]1[C:9](=[O:17])[N:10]([CH3:16])[CH2:11][CH:12]([O:15][CH2:27][CH2:26][CH2:25][CH2:24][CH2:23][CH2:22][N:19]=[N+:20]=[N-:21])[CH2:13][CH2:14]1)=[O:18].